Dataset: the Open Reaction Database (ORD), a public repository of structured organic reaction records. Task: describe an organic reaction: reactants, conditions, products, and yield Reactants: N1=C(C=CC2=CC=CC=C12)OC1=CC=C(N)C=C1 (4-(quinolin-2-yloxy)aniline), CN1C(=O)N(C(=O)C(C1=O)C(=O)OCC)C (1,3-dimethyl-5-ethoxycarbonylbarbituric acid). Solvent: C1(=CC=CC=C1)C (toluene). Reaction conditions: time 3 hour. Yields the product CN1C(=O)N(C(=O)C(C1=O)C(NC1=CC=C(C=C1)OC1=NC2=CC=CC=C2C=C1)=O)C (1,3-Dimethyl-5-[4-(quinolin-2-yloxy)phenylcarbamoyl]barbituric acid). As a reaction SMILES: [N:1]1[C:10]2[C:5](=[CH:6][CH:7]=[CH:8][CH:9]=2)[CH:4]=[CH:3][C:2]=1[O:11][C:12]1[CH:18]=[CH:17][C:15]([NH2:16])=[CH:14][CH:13]=1.[CH3:19][N:20]1[C:27](=[O:28])[CH:26]([C:29](OCC)=[O:30])[C:24](=[O:25])[N:23]([CH3:34])[C:21]1=[O:22]>C1(C)C=CC=CC=1>[CH3:34][N:23]1[C:24](=[O:25])[CH:26]([C:29](=[O:30])[NH:16][C:15]2[CH:14]=[CH:13][C:12]([O:11][C:2]3[CH:3]=[CH:4][C:5]4[C:10](=[CH:9][CH:8]=[CH:7][CH:6]=4)[N:1]=3)=[CH:18][CH:17]=2)[C:27](=[O:28])[N:20]([CH3:19])[C:21]1=[O:22]. Procedure: 6.1 g of 4-(quinolin-2-yloxy)aniline and 5.8 g of 1,3-dimethyl-5-ethoxycarbonylbarbituric acid are heated under reflux in 50 ml of toluene. When the temperature is at 80° C., a thick crystalline slurry is formed which at 120° C. is again of a stirrable consistency. After stirring for 3 hours, the mixture is cooled and the crystals are isolated by suction filtration. The reactants are O=C(c1cc(Cc2c[nH]c(=O)c3cc(Cl)c(Cl)n23)ccc1F)N1CCNCC1, O=C=Nc1cccc(F)c1, CN(C)C=O. The product is O=C(Nc1cccc(F)c1)N1CCN(C(=O)c2cc(Cc3c[nH]c(=O)c4cc(Cl)c(Cl)n34)ccc2F)CC1. As a reaction SMILES: [Cl:1][c:2]1[c:3]([Cl:28])[cH:4][c:5]2[n:6]1[c:7]([CH2:12][c:13]1[cH:14][c:15]([C:20](=[O:21])[N:22]3[CH2:23][CH2:24][NH:25][CH2:26][CH2:27]3)[c:16]([F:19])[cH:17][cH:18]1)[cH:8][nH:9][c:10]2=[O:11].[F:29][c:30]1[cH:31][c:32]([N:36]=[C:37]=[O:38])[cH:33][cH:34][cH:35]1.[O:39]=[CH:40][N:41]([CH3:42])[CH3:43]>>[Cl:1][c:2]1[c:3]([Cl:28])[cH:4][c:5]2[n:6]1[c:7]([CH2:12][c:13]1[cH:14][c:15]([C:20](=[O:21])[N:22]3[CH2:23][CH2:24][N:25]([C:37]([NH:36][c:32]4[cH:31][c:30]([F:29])[cH:35][cH:34][cH:33]4)=[O:38])[CH2:26][CH2:27]3)[c:16]([F:19])[cH:17][cH:18]1)[cH:8][nH:9][c:10]2=[O:11]. The reactants are O=C([O-])O, Cc1cc(N(Cc2cc(C(F)(F)F)cc(C(F)(F)F)c2)C2CCCN(C(=O)OC(C)(C)C)c3cc(C(F)(F)F)c(C)cc32)on1, ClCCl, [Na+], O=C(O)C(F)(F)F. Yields the product Cc1cc(N(Cc2cc(C(F)(F)F)cc(C(F)(F)F)c2)C2CCCNc3cc(C(F)(F)F)c(C)cc32)on1. RXN SMILES: [C:53](=[O:54])([OH:55])[O-:56].[C:8]([O:9][C:10](=[O:11])[N:15]1[c:16]2[c:17]([cH:44][c:45]([CH3:52])[c:46]([C:48]([F:49])([F:50])[F:51])[cH:47]2)[CH:18]([N:22]([c:23]2[cH:24][c:25]([CH3:28])[n:26][o:27]2)[CH2:29][c:30]2[cH:31][c:32]([C:40]([F:41])([F:42])[F:43])[cH:33][c:34]([C:36]([F:37])([F:38])[F:39])[cH:35]2)[CH2:19][CH2:20][CH2:21]1)([CH3:12])([CH3:13])[CH3:14].[CH2:58]([Cl:59])[Cl:60].[Na+:57].[OH:1][C:2]([C:3]([F:4])([F:5])[F:6])=[O:7]>>[NH:15]1[c:16]2[c:17]([cH:44][c:45]([CH3:52])[c:46]([C:48]([F:49])([F:50])[F:51])[cH:47]2)[CH:18]([N:22]([c:23]2[cH:24][c:25]([CH3:28])[n:26][o:27]2)[CH2:29][c:30]2[cH:31][c:32]([C:40]([F:41])([F:42])[F:43])[cH:33][c:34]([C:36]([F:37])([F:38])[F:39])[cH:35]2)[CH2:19][CH2:20][CH2:21]1. The reactants are N1=CC=CC2=CC=C3C=CC=NC3=C12 (1,10-phenanthroline), C([O-])([O-])=O.[Cs+].[Cs+] (cesium carbonate), BrC1=C(C=CC=C1C)I (2-bromo-1-iodo-3-methylbenzene), O1CC(CC1)O (tetrahydrofuran-3-ol). The reagents and catalysts are [Cu]I (copper(I) iodide). Solvent: CCOC(=O)C (EtOAc). Run at temperature 120 celsius. Product: BrC1=C(OC2COCC2)C=CC=C1C (3-(2-Bromo-3-methylphenoxy)tetrahydrofuran), oil. Reaction SMILES: N1C2C(=CC=C3C=2N=CC=C3)C=CC=1.C(=O)([O-])[O-].[Cs+].[Cs+].[Br:21][C:22]1[C:27]([CH3:28])=[CH:26][CH:25]=[CH:24][C:23]=1I.[O:30]1[CH2:34][CH2:33][CH:32]([OH:35])[CH2:31]1>[Cu]I.CCOC(C)=O>[Br:21][C:22]1[C:27]([CH3:28])=[CH:26][CH:25]=[CH:24][C:23]=1[O:35][CH:32]1[CH2:33][CH2:34][O:30][CH2:31]1 |f:1.2.3|. Reported procedure: A vial was charged with copper(I) iodide (38.5 mg, 0.202 mmol), 1,10-phenanthroline (72.8 mg, 0.404 mmol), cesium carbonate (1.32 g, 4.04 mmol), 2-bromo-1-iodo-3-methylbenzene (600 mg, 2.021 mmol) and tetrahydrofuran-3-ol (1.80 mL, 22.23 mmol). The vial was sealed and the reaction mixture was heated to 120° C. for 24 h. The reaction mixture was cooled to RT, EtOAc was added and the mixture was filtered through a pad of silica gel. The solvent was removed under reduced pressure and the remaining ... As a reaction SMILES: [CH2:17]([C:18]#[C:19][CH3:20])[OH:21].[CH3:1][S:2](=[O:3])(=[O:4])[c:5]1[n:6][s:7][c:8]([CH:10]2[CH2:11][CH2:12][CH:13]([CH3:16])[CH2:14][CH2:15]2)[n:9]1.[CH3:24][N:25]([CH3:26])[CH:27]=[O:28].[H-:22].[Na+:23]>>[c:5]1([O:21][CH2:17][C:18]#[C:19][CH3:20])[n:6][s:7][c:8]([CH:10]2[CH2:11][CH2:12][CH:13]([CH3:16])[CH2:14][CH2:15]2)[n:9]1. The product is CC#CCOc1nsc(C2CCC(C)CC2)n1. The reactants are CC#CCO, CC1CCC(c2nc(S(C)(=O)=O)ns2)CC1, CN(C)C=O, [H-], [Na+]. The reactants are FC=1C=C2CCC(C2=CC1)=O (5-fluoro-1-indanone), N1=CC=CC=C1 (pyridine), Cl.NO (hydroxylamine hydrochloride). Run in C(C)O (ethanol). Yields the product FC=1C=C2CCC(C2=CC1)=NO (5-fluoro-1-indanoneoxime). Isolated yield 96.9%. As a reaction SMILES: [F:1][C:2]1[CH:3]=[C:4]2[C:8](=[CH:9][CH:10]=1)[C:7](=O)[CH2:6][CH2:5]2.N1C=CC=CC=1.Cl.[NH2:19][OH:20]>C(O)C>[F:1][C:2]1[CH:3]=[C:4]2[C:8](=[CH:9][CH:10]=1)[C:7](=[N:19][OH:20])[CH2:6][CH2:5]2 |f:2.3|. Procedure: 4.5 g (30 mmol) of 5-fluoro-1-indanone and 20 ml of pyridine and 20 ml of ethanol were heated to 80° C. with 2.3 g (33 mmol) of hydroxylamine hydrochloride for 6 h. The solvents were distilled off, the residue was stirred with water and the precipitate was filtered off with suction and dried under reduced pressure. This procedure gave 4.8 g of 5-fluoro-1-indanoneoxime; m.p. 150-155° C. Starting materials: N[C@H]1[C@H]([C@@H]2CC[C@H]1O2)C(=O)N ((1S,2R,3S,4R)-3-amino-7-oxabicyclo[2.2.1]heptane-2-carboxamide), ClC1=C(C(=NC=C1Cl)N)[N+](=O)[O-] (4,5-dichloro-3-nitropyridin-2-amine), CCN(C(C)C)C(C)C (DIPEA). Run in CC(C)O (IPA). Run at temperature 60 celsius. Product: NC1=NC=C(C(=C1[N+](=O)[O-])N[C@H]1[C@H]([C@@H]2CC[C@H]1O2)C(=O)N)Cl ((1S,2R,3S,4R)-3-(2-amino-5-chloro-3-nitropyridin-4-ylamino)-7-oxabicyclo[2.2.1]heptane-2-carboxamide). The yield is 100.7%. As a reaction SMILES: [NH2:1][C@@H:2]1[C@@H:7]2[O:8][C@@H:4]([CH2:5][CH2:6]2)[C@@H:3]1[C:9]([NH2:11])=[O:10].Cl[C:13]1[C:18]([Cl:19])=[CH:17][N:16]=[C:15]([NH2:20])[C:14]=1[N+:21]([O-:23])=[O:22].CCN(C(C)C)C(C)C>CC(O)C>[NH2:20][C:15]1[C:14]([N+:21]([O-:23])=[O:22])=[C:13]([NH:1][C@@H:2]2[C@@H:7]3[O:8][C@@H:4]([CH2:5][CH2:6]3)[C@@H:3]2[C:9]([NH2:11])=[O:10])[C:18]([Cl:19])=[CH:17][N:16]=1. Procedure: (1S,2R,3S,4R)-3-amino-7-oxabicyclo[2.2.1]heptane-2-carboxamide (15) (170 mg, 0.67 mmol), 4,5-dichloro-3-nitropyridin-2-amine (127 mg, 0.6 mmol), DIPEA (5.5 eq) were taken in IPA and heated at 60° C. for 15 h when a yellow precipitate appeared. The precipitate was filtered, washed well with IPA and dried to afford the desired product, (198 mg, 34%). The reactants are [N+](=O)([O-])C1=C(C(=[N+](C=C1)[O-])C)OC (4-Nitro-3-methoxy-2-methylpyridine N-oxide), C(C)(=O)OC(C)=O (acetic anhydride), [H][H] (hydrogen). The reagents and catalysts are [Pd] (palladium on charcoal). Product: NC1=C(C(=NC=C1)CO)OC (4-amino-2-hydroxymethyl-3-methoxypyridine). As a reaction SMILES: [N+:1]([C:4]1[CH:9]=[CH:8][N+:7]([O-])=[C:6]([CH3:11])[C:5]=1[O:12][CH3:13])([O-])=O.[H][H].C(OC(=O)C)(=[O:18])C>[Pd]>[NH2:1][C:4]1[CH:9]=[CH:8][N:7]=[C:6]([CH2:11][OH:18])[C:5]=1[O:12][CH3:13]. Reported procedure: 4-Nitro-3-methoxy-2-methylpyridine N-oxide is heated in acetic anhydride and the purified product is deacetylated and reduced with hydrogen and palladium on charcoal to give 4-amino-2-hydroxymethyl-3-methoxypyridine. Starting materials: N(=NC(C#N)(C)C)C(C#N)(C)C (2,2′-azobisisobutyronitrile), C(C)C=1C(=O)NC(C1)=O (Ethyl maleimide), C12C(CC(C=C1)C2)C(=O)OC(C)(C)C (t-butyl 5-norbornene-2-carboxylate), C12C(CC(C=C1)CC2)C(=O)OCCO (2-hydroxyethyl bicyclo[2,2,2]oct-5-ene-2-carboxylate). The solvent is O1CCCC1 (tetrahydrofuran). Product: C(C)C=1C(=O)NC(C1)=O.C12C(CC(C=C1)C2)C(=O)OC(C)(C)C.C12C(CC(C=C1)CC2)C(=O)OCCCO (ethyl maleimide t-butyl 5-norbornene-2-carboxylate 3-hydroxypropyl bicyclo[2,2,2]oct-5-ene-2-carboxylate). Yield: 78.0%. As a reaction SMILES: [CH2:1]([C:3]1[C:4]([NH:6][C:7](=[O:9])[CH:8]=1)=[O:5])[CH3:2].[CH:10]12[CH2:16][CH:13]([CH:14]=[CH:15]1)[CH2:12][CH:11]2[C:17]([O:19][C:20]([CH3:23])([CH3:22])[CH3:21])=[O:18].[CH:24]12[CH2:31][CH2:30][CH:27]([CH:28]=[CH:29]1)[CH2:26][CH:25]2[C:32]([O:34][CH2:35][CH2:36]O)=[O:33].N(C(C)(C)C#N)=NC(C)(C)C#N>O1CCCC1>[CH2:1]([C:3]1[C:4]([NH:6][C:7](=[O:9])[CH:8]=1)=[O:5])[CH3:2].[CH:10]12[CH2:16][CH:13]([CH:14]=[CH:15]1)[CH2:12][CH:11]2[C:17]([O:19][C:20]([CH3:23])([CH3:22])[CH3:21])=[O:18].[CH:24]12[CH2:31][CH2:30][CH:27]([CH:28]=[CH:29]1)[CH2:26][CH:25]2[C:32]([O:34][CH2:35][CH2:36][CH2:4][OH:5])=[O:33] |f:5.6.7|. Reported procedure: Ethyl maleimide (1 mol.), t-butyl 5-norbornene-2-carboxylate (0.5 mol.) and 2-hydroxyethyl bicyclo[2,2,2]oct-5-ene-2-carboxylate (0.5 mol) were dissolved in 50 g to 300 g of tetrahydrofuran (THF), 2 g to 15 g of 2,2′-azobisisobutyronitrile (AIBN) was added thereto, and the resulting solution was reacted at a temperature between 60° C. and 70° C. in a nitrogen atmosphere for 10 hours. After a high molecular weight was achieved by the reaction, the resultant product was precipitated in an ethyl et...